Dataset: the Open Reaction Database (ORD), a public repository of structured organic reaction records. Task: describe an organic reaction: reactants, conditions, products, and yield Reactants: CCN(C(C)C)C(C)C, CC#N, O=[N+]([O-])c1ccc(F)c(F)c1, OCc1c[nH]cn1. Yields the product O=[N+]([O-])c1ccc(-n2cnc(CO)c2)c(F)c1. Reaction SMILES: [CH2:19]([N:20]([CH:21]([CH3:22])[CH3:23])[CH:24]([CH3:25])[CH3:26])[CH3:27].[CH3:28][C:29]#[N:30].[F:1][c:2]1[cH:3][c:4]([N+:9](=[O:10])[O-:11])[cH:5][cH:6][c:7]1[F:8].[OH:12][CH2:13][c:14]1[n:15][cH:16][nH:17][cH:18]1>>[F:1][c:2]1[cH:3][c:4]([N+:9](=[O:10])[O-:11])[cH:5][cH:6][c:7]1-[n:17]1[cH:16][n:15][c:14]([CH2:13][OH:12])[cH:18]1. Reactants: CC(=O)O, Cn1c(C(F)(F)F)cc(=O)n(-c2cc(N)c(Cl)cc2F)c1=O, c1ccccc1. Product: CC(=O)Nc1cc(-n2c(=O)cc(C(F)(F)F)n(C)c2=O)c(F)cc1Cl. Reaction SMILES: [CH3:23][C:24]([OH:25])=[O:26].[NH2:1][c:2]1[c:3]([Cl:22])[cH:4][c:5]([F:21])[c:6](-[n:8]2[c:9](=[O:20])[n:10]([CH3:19])[c:11]([C:15]([F:16])([F:17])[F:18])[cH:12][c:13]2=[O:14])[cH:7]1.[cH:27]1[cH:28][cH:29][cH:30][cH:31][cH:32]1>>[NH:1]([c:2]1[c:3]([Cl:22])[cH:4][c:5]([F:21])[c:6](-[n:8]2[c:9](=[O:20])[n:10]([CH3:19])[c:11]([C:15]([F:16])([F:17])[F:18])[cH:12][c:13]2=[O:14])[cH:7]1)[C:24]([CH3:23])=[O:25].